Dataset: the Open Reaction Database (ORD), a public repository of structured organic reaction records. Task: describe an organic reaction: reactants, conditions, products, and yield Reactants: C1(CCCCC1)NC1=C(C=C(C=C1)C(F)(F)F)[N+](=O)[O-] (N-cyclohexyl-2-nitro-4-trifluoromethylaniline), [H][H] (hydrogen). The reagents and catalysts are [Pd] (palladium). Run in CO (methanol). The product is C1(CCCCC1)NC1=C(N)C=C(C=C1)C(F)(F)F (2-cyclohexylamino-5-trifluoromethylaniline). The yield is 100.0%. Reaction SMILES: [CH:1]1([NH:7][C:8]2[CH:13]=[CH:12][C:11]([C:14]([F:17])([F:16])[F:15])=[CH:10][C:9]=2[N+:18]([O-])=O)[CH2:6][CH2:5][CH2:4][CH2:3][CH2:2]1.[H][H]>CO.[Pd]>[CH:1]1([NH:7][C:8]2[CH:13]=[CH:12][C:11]([C:14]([F:15])([F:16])[F:17])=[CH:10][C:9]=2[NH2:18])[CH2:2][CH2:3][CH2:4][CH2:5][CH2:6]1. Procedure details: 32 g (0.11 mol) of N-cyclohexyl-2-nitro-4-trifluoromethylaniline dissolved in 250 ml of methanol were hydrogenated under a pressure of about 1 bar of hydrogen in the presence of 1.5 g of palladium/active carbon (10% by weight Pd) at room temperature. The reaction mixture was filtered. Conventional workup of the filtrate gave a 100% yield of the abovementioned compound. Melting point 70° C. The reactants are C(C)(=O)O[BH-](OC(C)=O)OC(C)=O.[Na+] (Sodium triacetoxyborohydride), BrC1=CC(=C(N)C=C1)CC(OC)OC (4-Bromo-2-(2,2-dimethoxyethyl)aniline), CN1C2CC(CC1CC2)=O (8-methyl-8-azabicyclo[3.2.1]octan-3-one), S(=O)(=O)([O-])[O-].[Na+].[Na+] (sodium sulfate). Solvent: C(C)(=O)O (acetic acid), C(C)(=O)OCC (ethyl acetate). Reaction conditions: time 24 hour. Product: BrC1=CC(=C(C=C1)NC1CC2CCC(C1)N2C)CC(OC)OC (N-(4-Bromo-2-(2,2-dimethoxyethyl)phenyl)-8-methyl-8-azabicyclo[3.2.1]octan-3-amine). Isolated yield 36.1%. As a reaction SMILES: [Br:1][C:2]1[CH:8]=[CH:7][C:5]([NH2:6])=[C:4]([CH2:9][CH:10]([O:13][CH3:14])[O:11][CH3:12])[CH:3]=1.[CH3:15][N:16]1[CH:21]2[CH2:22][CH2:23][CH:17]1[CH2:18][C:19](=O)[CH2:20]2.S([O-])([O-])(=O)=O.[Na+].[Na+].C(O[BH-](OC(=O)C)OC(=O)C)(=O)C.[Na+]>C(O)(=O)C.C(OCC)(=O)C>[Br:1][C:2]1[CH:8]=[CH:7][C:5]([NH:6][CH:19]2[CH2:20][CH:21]3[N:16]([CH3:15])[CH:17]([CH2:23][CH2:22]3)[CH2:18]2)=[C:4]([CH2:9][CH:10]([O:13][CH3:14])[O:11][CH3:12])[CH:3]=1 |f:2.3.4,5.6|. Procedure details: Crude compound 67 (225.4 mg, 0.866 mmol) and 8-methyl-8-azabicyclo[3.2.1]octan-3-one (241.1 mg, 1.732 mmol) were stirred in acetic acid (10 mL) under argon in the presence of anhydrous sodium sulfate (1.230 g, 8.660 mmol) at room temperature for 30 minutes. Sodium triacetoxyborohydride (550.6 mg, 2.598 mmol) was then added and the mixture stirred for 24 hours at room temperature. After dilution with a mixture of 8:1 ethyl acetate:Hexanes, the reaction is quenched with saturated sodium bicarbonat... The reactants are [BH4-], CCO, O=CCc1ccc(F)c(F)c1, [Na+]. Yields the product OCCc1ccc(F)c(F)c1. RXN SMILES: [BH4-:1].[CH3:14][CH2:15][OH:16].[F:3][c:4]1[cH:5][c:6]([CH2:11][CH:12]=[O:13])[cH:7][cH:8][c:9]1[F:10].[Na+:2]>>[F:3][c:4]1[cH:5][c:6]([CH2:11][CH2:12][OH:13])[cH:7][cH:8][c:9]1[F:10]. The reactants are FC(C(=O)OCC)F (Ethyl 2,2-difluoroacetate), O.NN (hydrazine monohydrate), C1(=CC=CC=C1)C1=CC2=C(OCC(N2)=S)N=C1C1=CC=C(C=C1)C1(CCC1)NC(OC(C)(C)C)=O (Tert-butyl (1-(4-(7-phenyl-2-thioxo-2,3-dihydro-1H-pyrido[2,3-b][1,4]oxazin-6-yl)phenyl)cyclobutyl)carbamate). Run in CN(C=O)C (N,N-dimethylformamide). Reaction conditions: temperature 70 celsius. Product: FC(C(=O)N\N=C/1\NC2=C(OC1)N=C(C(=C2)C2=CC=CC=C2)C2=CC=C(C=C2)C2(CCC2)NC(OC(C)(C)C)=O)F ((E)-Tert-butyl (1-(4-(2-(2-(2,2-difluoroacetyl)hydrazono)-7-phenyl-2,3-dihydro-1H-pyrido[2,3-b][1,4]oxazin-6-yl)phenyl)cyclobutyl)carbamate). Reaction SMILES: [F:1][CH:2]([F:8])[C:3](OCC)=[O:4].O.[NH2:10][NH2:11].[C:12]1([C:18]2[C:28]([C:29]3[CH:34]=[CH:33][C:32]([C:35]4([NH:39][C:40](=[O:46])[O:41][C:42]([CH3:45])([CH3:44])[CH3:43])[CH2:38][CH2:37][CH2:36]4)=[CH:31][CH:30]=3)=[N:27][C:21]3[O:22][CH2:23][C:24](=S)[NH:25][C:20]=3[CH:19]=2)[CH:17]=[CH:16][CH:15]=[CH:14][CH:13]=1>CN(C)C=O>[F:1][CH:2]([F:8])[C:3]([NH:10]/[N:11]=[C:24]1/[NH:25][C:20]2[CH:19]=[C:18]([C:12]3[CH:13]=[CH:14][CH:15]=[CH:16][CH:17]=3)[C:28]([C:29]3[CH:30]=[CH:31][C:32]([C:35]4([NH:39][C:40](=[O:46])[O:41][C:42]([CH3:45])([CH3:43])[CH3:44])[CH2:36][CH2:37][CH2:38]4)=[CH:33][CH:34]=3)=[N:27][C:21]=2[O:22][CH2:23]/1)=[O:4] |f:1.2|. Reported procedure: Ethyl 2,2-difluoroacetate (0.43 ml, 4.10 mmol) and hydrazine monohydrate were heated to 60° C. in N,N-dimethylformamide (1 ml) for 30 minutes to give a colourless solution. Tert-butyl (1-(4-(7-phenyl-2-thioxo-2,3-dihydro-1H-pyrido[2,3-b][1,4]oxazin-6-yl)phenyl)cyclobutyl)carbamate (100 mg, 0.205 mmol) was added to the previous solution at room temperature. The resulting mixture was heated to 70° C. for 20 hours. The reaction mixture was concentrated under reduced pressure and the crude material ... Reactants: COC(=O)c1c(C=O)nc(NC2CCCCC2NC(=O)OC(C)(C)C)nc1-c1cnn(C)c1, [BH3-]C#N, COc1ccc(CN)c(OC)c1, CC(=O)[O-], CO, ClCCl, [Na+], [Na+]. Product: COc1ccc(CN2Cc3nc(NC4CCCCC4NC(=O)OC(C)(C)C)nc(-c4cnn(C)c4)c3C2=O)c(OC)c1. As a reaction SMILES: [C:1]([CH3:2])([CH3:3])([CH3:4])[O:5][C:6](=[O:7])[NH:8][CH:9]1[CH:10]([NH:15][c:16]2[n:17][c:18](-[c:28]3[cH:29][n:30][n:31]([CH3:33])[cH:32]3)[c:19]([C:24](=[O:25])[O:26][CH3:27])[c:20]([CH:22]=[O:23])[n:21]2)[CH2:11][CH2:12][CH2:13][CH2:14]1.[C:51]([BH3-:52])#[N:53].[CH3:34][O:35][c:36]1[c:37]([CH2:44][NH2:45])[cH:38][cH:39][c:40]([O:42][CH3:43])[cH:41]1.[CH3:47][C:48](=[O:49])[O-:50].[CH3:58][OH:59].[Cl:55][CH2:56][Cl:57].[Na+:46].[Na+:54]>>[C:1]([CH3:2])([CH3:3])([CH3:4])[O:5][C:6](=[O:7])[NH:8][CH:9]1[CH:10]([NH:15][c:16]2[n:17][c:18](-[c:28]3[cH:29][n:30][n:31]([CH3:33])[cH:32]3)[c:19]3[c:20]([n:21]2)[CH2:22][N:45]([CH2:44][c:37]2[c:36]([O:35][CH3:34])[cH:41][c:40]([O:42][CH3:43])[cH:39][cH:38]2)[C:24]3=[O:25])[CH2:11][CH2:12][CH2:13][CH2:14]1.